Dataset: the Open Reaction Database (ORD), a public repository of structured organic reaction records. Task: describe an organic reaction: reactants, conditions, products, and yield The reactants are C([O-])(O)=O.[Na+] (sodium bicarbonate), C1(=CC=CC=C1)C(OC1CCN(CC1)CCCN)C1=CC=CC=C1 (4-(diphenylmethoxy)-1-piperidinepropanamine), C(C)OC(C(NC(=O)C=1N=C2N(N=C(C=C2)Cl)C1)(C)C)=O (N-(6-chloroimidazo[1,2-b]pyridazine-2-carbonyl]-2,2-dimethylglycine ethyl ester), C(C)N(C(C)C)C(C)C (N-ethyldiisopropylamine). Run in CN(C=O)C (N,N-dimethylformamide). Conditions: temperature 70 celsius, time 9.5 hour. Yields the product Cl.Cl.C(C)OC(C(NC(=O)C=1N=C2N(N=C(C=C2)NCCCN2CCC(CC2)OC(C2=CC=CC=C2)C2=CC=CC=C2)C1)(C)C)=O (N-[6-[3-[4-(diphenylmethoxy)piperidino] propylamino]imidazo[1,2-b]pyridazine-2-carbonyl]-2,2-dimethylglycine ethyl ester dihydrochloride). Isolated yield 22.3%. As a reaction SMILES: [C:1]1([CH:7]([C:19]2[CH:24]=[CH:23][CH:22]=[CH:21][CH:20]=2)[O:8][CH:9]2[CH2:14][CH2:13][N:12]([CH2:15][CH2:16][CH2:17][NH2:18])[CH2:11][CH2:10]2)[CH:6]=[CH:5][CH:4]=[CH:3][CH:2]=1.[CH2:25]([O:27][C:28](=[O:45])[C:29]([CH3:44])([CH3:43])[NH:30][C:31]([C:33]1[N:34]=[C:35]2[CH:40]=[CH:39][C:38]([Cl:41])=[N:37][N:36]2[CH:42]=1)=[O:32])[CH3:26].C(N(C(C)C)C(C)C)C.C(=O)(O)[O-].[Na+]>CN(C)C=O>[ClH:41].[ClH:41].[CH2:25]([O:27][C:28](=[O:45])[C:29]([CH3:44])([CH3:43])[NH:30][C:31]([C:33]1[N:34]=[C:35]2[CH:40]=[CH:39][C:38]([NH:18][CH2:17][CH2:16][CH2:15][N:12]3[CH2:13][CH2:14][CH:9]([O:8][CH:7]([C:1]4[CH:2]=[CH:3][CH:4]=[CH:5][CH:6]=4)[C:19]4[CH:24]=[CH:23][CH:22]=[CH:21][CH:20]=4)[CH2:10][CH2:11]3)=[N:37][N:36]2[CH:42]=1)=[O:32])[CH3:26] |f:3.4,6.7.8|. Procedure: 1.23 g of 4-(diphenylmethoxy)-1-piperidinepropanamine and 1.18 g of N-(6-chloroimidazo[1,2-b]pyridazine-2-carbonyl]-2,2-dimethylglycine ethyl ester were dissolved in 15 ml of N,N-dimethylformamide; 1.31 ml of N-ethyldiisopropylamine was added, followed by stirring at 70° C. for 9.5 hours. After cooling, aqueous sodium bicarbonate was added, followed by extraction with ethyl acetate; the extract was washed with saturated saline and dried with magnesium sulfate. The dry product was concentrated un... Starting materials: [Li]CCCC, C1CCOC1, CC(C)C1COC(=O)N1, [Cl-], [NH4+], O=C(Cl)CCc1ccccc1. The product is CC(C)C1COC(=O)N1C(=O)CCc1ccccc1. As a reaction SMILES: [CH2:1]([Li:2])[CH2:3][CH2:4][CH3:5].[CH2:28]1[O:29][CH2:30][CH2:31][CH2:32]1.[CH:6]([CH3:7])([CH3:8])[CH:9]1[NH:10][C:11](=[O:14])[O:12][CH2:13]1.[Cl-:26].[NH4+:27].[c:15]1([CH2:21][CH2:22][C:23](=[O:24])[Cl:25])[cH:16][cH:17][cH:18][cH:19][cH:20]1>>[CH:6]([CH3:7])([CH3:8])[CH:9]1[N:10]([C:23]([CH2:22][CH2:21][c:15]2[cH:16][cH:17][cH:18][cH:19][cH:20]2)=[O:24])[C:11](=[O:14])[O:12][CH2:13]1. Starting materials: COc1cc(OC)c(CCC2(C3CCCC3)CC(O)=C(Cl)C(=O)O2)cc1Cl, COc1ccc(CCC2(C3CCCC3)CC(O)=C(Cl)C(=O)O2)cc1Cl, Cn1c(S)nc2cc(Cl)ccc21, CC(C)n1c(S)nc2cc(Cl)ccc21. Yields the product COc1cc(OC)c(CCC2(C3CCCC3)CC(O)=C(Sc3nc4cc(Cl)ccc4n3C)C(=O)O2)cc1Cl. As a reaction SMILES: [Cl:1][C:2]1=[C:7]([OH:8])[CH2:6][C:5]([CH:9]2[CH2:10][CH2:11][CH2:12][CH2:13]2)([CH2:14][CH2:15][c:16]2[c:17]([O:25][CH3:26])[cH:18][c:19]([O:23][CH3:24])[c:20]([Cl:22])[cH:21]2)[O:4][C:3]1=[O:27].[Cl:28][C:29]1=[C:51]([OH:52])[CH2:50][C:33]([CH2:34][CH2:35][c:36]2[cH:37][cH:38][c:39]([O:40][CH3:41])[c:42]([Cl:43])[cH:44]2)([CH:45]2[CH2:46][CH2:47][CH2:48][CH2:49]2)[O:32][C:30]1=[O:31].[Cl:53][c:54]1[cH:55][c:56]2[c:57]([n:58]([CH3:62])[c:59]([SH:61])[n:60]2)[cH:63][cH:64]1.[Cl:65][c:66]1[cH:67][cH:68][c:69]2[n:70]([CH:71]([CH3:72])[CH3:73])[c:74]([SH:75])[n:76][c:77]2[cH:78]1>>[C:2]1([S:61][c:59]2[n:58]([CH3:62])[c:57]3[c:56]([cH:55][c:54]([Cl:53])[cH:64][cH:63]3)[n:60]2)=[C:7]([OH:8])[CH2:6][C:5]([CH:9]2[CH2:10][CH2:11][CH2:12][CH2:13]2)([CH2:14][CH2:15][c:16]2[c:17]([O:25][CH3:26])[cH:18][c:19]([O:23][CH3:24])[c:20]([Cl:22])[cH:21]2)[O:4][C:3]1=[O:27]. The reactants are NC=1C=CC(=NC1NC1CCCCCC1)O (5-Amino-6-(cycloheptylamino)pyridin-2-ol), C1(CCCCCC1)NC1=C(C=CC(=N1)O)[N+](=O)[O-] (6-(cycloheptylamino)-5-nitropyridin-2-ol). Solvent: CC(C([O-])([O-])[O-])(C)C (trimethylorthoacetate). Conditions: time 8 hour. Yields the product C1(CCCCCC1)N1C(=NC=2C1=NC(=CC2)O)C (3-Cycloheptyl-2-methyl-3H-imidazo[4,5-b]pyridin-5-ol). Reaction SMILES: [NH2:1][C:2]1[CH:3]=[CH:4][C:5]([OH:16])=[N:6][C:7]=1[NH:8][CH:9]1[CH2:15][CH2:14][CH2:13][CH2:12][CH2:11][CH2:10]1.[CH:17]1(NC2N=C(O)C=CC=2[N+]([O-])=O)CCCCC[CH2:18]1>CC(C)(C)C([O-])([O-])[O-]>[CH:9]1([N:8]2[C:7]3=[N:6][C:5]([OH:16])=[CH:4][CH:3]=[C:2]3[N:1]=[C:17]2[CH3:18])[CH2:15][CH2:14][CH2:13][CH2:12][CH2:11][CH2:10]1. Procedure details: 5-Amino-6-(cycloheptylamino)pyridin-2-ol, prepared in a similar manner as the one described in Example 1.3 from 6-(cycloheptylamino)-5-nitropyridin-2-ol, was taken up in trimethylorthoacetate and stirred at room temperature overnight. The solvent was removed under reduced pressure and the residue was purified by preparative HPLC to give the title compound. LCMS m/z=246.1 [M+H]+; 1H NMR (400 MHz, acetonitrile-d3) δ ppm 1.55-1.80 (m, 6H), 1.85-2.05 (m, 4H), 2.50-2.60 (m, 2H), 2.80 (s, 3H), 4.50-4....